The task is: describe an organic reaction: reactants, conditions, products, and yield. This data is from the Open Reaction Database (ORD), a public repository of structured organic reaction records. Starting materials: CC(CC)(CC)O (3-methyl-3-pentanol), C(C(=C)C)(=O)Cl (methacryloyl chloride), 3. Solvent: C(Cl)(Cl)(Cl)Cl (carbon tetrachloride). Product: C(C(=C)C)(=O)OC(CC)(CC)C (3-Methyl-3-Pentyl Methacrylate). As a reaction SMILES: [CH3:1][C:2]([OH:7])([CH2:5][CH3:6])[CH2:3][CH3:4].[C:8](Cl)(=[O:12])[C:9]([CH3:11])=[CH2:10]>C(Cl)(Cl)(Cl)Cl>[C:8]([O:7][C:2]([CH3:1])([CH2:5][CH3:6])[CH2:3][CH3:4])(=[O:12])[C:9]([CH3:11])=[CH2:10]. Procedure details: Into a 100 ml long neck round bottom flask with a vacuum adapter is placed about 2 g of 3 A molecular sieves. The flask is connected to a vacuum line and placed under reduced pressure of about 0.02 mm of Hg. It is then heated, causing gas (air) to evolve from the sieves. Heating is continued until gas evolution ceases. Then the flask is allowed to cool to room temperature and the vacuum adapter is removed. Solvent in the form of 50 ml of carbon tetrachloride is then added to the flask along with... Reactants: CC(C)(C)OC(=O)Nc1nc2cc(O)ccc2[nH]1, CC(C)=O, O=S(=O)(Cl)c1ccc(F)cc1. Yields the product CC(C)(C)OC(=O)Nc1nc2cc(OS(=O)(=O)c3ccc(F)cc3)ccc2[nH]1. Reaction SMILES: [C:1]([CH3:2])([CH3:3])([CH3:4])[O:5][C:6]([NH:7][c:8]1[n:9][c:10]2[c:11]([nH:12]1)[cH:13][cH:14][c:15]([OH:17])[cH:16]2)=[O:18].[CH3:30][C:31](=[O:32])[CH3:33].[F:19][c:20]1[cH:21][cH:22][c:23]([S:26](=[O:27])(=[O:28])[Cl:29])[cH:24][cH:25]1>>[C:1]([CH3:2])([CH3:3])([CH3:4])[O:5][C:6]([NH:7][c:8]1[n:9][c:10]2[c:11]([nH:12]1)[cH:13][cH:14][c:15]([O:17][S:26]([c:23]1[cH:22][cH:21][c:20]([F:19])[cH:25][cH:24]1)(=[O:27])=[O:28])[cH:16]2)=[O:18]. The reactants are C(C)OC(C=O)(CC1=C(C=CC=C1Cl)Cl)OCC (2,6-dichlorobenzylglyoxal diethylacetal), Cl (hydrochloric acid). Solvent: C(C)O (ethanol). The product is ClC1=C(CC(=O)C=O)C(=CC=C1)Cl (2,6-Dichlorobenzylglyoxal). RXN SMILES: C([O:3][C:4](OCC)([CH2:7][C:8]1[C:13]([Cl:14])=[CH:12][CH:11]=[CH:10][C:9]=1[Cl:15])[CH:5]=[O:6])C.Cl>C(O)C>[Cl:14][C:13]1[CH:12]=[CH:11][CH:10]=[C:9]([Cl:15])[C:8]=1[CH2:7][C:4]([CH:5]=[O:6])=[O:3]. Procedure details: A mixture of 10 g of 2,6-dichlorobenzylglyoxal diethylacetal, 40 ml of ethanol and 20 ml of concentrated hydrochloric acid is refluxed for 4 hours and then is evaporated to dryness. The residue, which is a yellowish oil, consists of crude 2,6-dichlorobenzylglyoxal and is used in step (b) of this Example as set forth below. Reactants: C1(=CC=CC=C1)CC(=O)NC1[C@@H]2N(C(=C(CS2=O)CSC=2N=NN(N2)CC#C)C(=O)OC(C2=CC=CC=C2)C2=CC=CC=C2)C1=O (benzhydryl 7-(2-phenylacetamido)-3-[2-(2-propynyl)-2H-tetrazol-5-yl]thiomethyl-3-cephem-4-carboxylate-1-oxide), CN(C=O)C (N,N-dimethylformamide), P(Cl)(Cl)Cl (phosphorus trichloride). Solvent: O (water). Run at temperature -30 celsius, time 50 minute. Yields the product C1(=CC=CC=C1)CC(=O)NC1[C@@H]2N(C(=C(CS2)CSC=2N=NN(N2)CC#C)C(=O)OC(C2=CC=CC=C2)C2=CC=CC=C2)C1=O (benzhydryl 7-(2-phenylacetamido)-3-[2-(2-propynyl)-2H-tetrazol-5-yl]thiomethyl-3-cephem-4-carboxylate). The yield is 91.8%. RXN SMILES: [C:1]1([CH2:7][C:8]([NH:10][CH:11]2[C:45](=[O:46])[N:13]3[C:14]([C:29]([O:31][CH:32]([C:39]4[CH:44]=[CH:43][CH:42]=[CH:41][CH:40]=4)[C:33]4[CH:38]=[CH:37][CH:36]=[CH:35][CH:34]=4)=[O:30])=[C:15]([CH2:19][S:20][C:21]4[N:22]=[N:23][N:24]([CH2:26][C:27]#[CH:28])[N:25]=4)[CH2:16][S:17](=O)[C@H:12]23)=[O:9])[CH:6]=[CH:5][CH:4]=[CH:3][CH:2]=1.CN(C)C=O.P(Cl)(Cl)Cl>O>[C:1]1([CH2:7][C:8]([NH:10][CH:11]2[C:45](=[O:46])[N:13]3[C:14]([C:29]([O:31][CH:32]([C:39]4[CH:44]=[CH:43][CH:42]=[CH:41][CH:40]=4)[C:33]4[CH:38]=[CH:37][CH:36]=[CH:35][CH:34]=4)=[O:30])=[C:15]([CH2:19][S:20][C:21]4[N:22]=[N:23][N:24]([CH2:26][C:27]#[CH:28])[N:25]=4)[CH2:16][S:17][C@H:12]23)=[O:9])[CH:6]=[CH:5][CH:4]=[CH:3][CH:2]=1. Reported procedure: A mixture of benzhydryl 7-(2-phenylacetamido)-3-[2-(2-propynyl)-2H-tetrazol-5-yl]thiomethyl-3-cephem-4-carboxylate-1-oxide (16.0 g) and dry N,N-dimethylformamide (160 ml) was cooled to -30° C. and thereto was added phosphorus trichloride (6.7 g). The resulting solution was stirred for 50 minutes at -30° C. The reaction mixture was allowed to warm to ambient temperature, added to water (200 ml) and then extracted with ethyl acetate (×3). The extracts were combined, washed successively with a satu... Starting materials: BrC=1C=NC=C(C1Cl)F (3-bromo-4-chloro-5-fluoropyridine), [F-].[K+] (potassium fluoride), Cl.N1CCC(CC1)C(=O)OC(C)(C)C (tert-butyl piperidine-4-carboxylate hydrochloride), CCN(C(C)C)C(C)C (DIPEA). The reagents and catalysts are [N+](C)(C)(C)C.[Cl-] (Me4NCl). Run in CS(=O)C (DMSO). Run at temperature 130 celsius, time 8 hour. Yields the product BrC=1C=NC=C(C1N1CCC(CC1)C(=O)OC(C)(C)C)F (tert-butyl 1-(3-bromo-5-fluoropyridin-4-yl)piperidine-4-carboxylate). Isolated yield 65.3%. Reaction SMILES: [Br:1][C:2]1[CH:3]=[N:4][CH:5]=[C:6]([F:9])[C:7]=1Cl.[F-].[K+].Cl.[NH:13]1[CH2:18][CH2:17][CH:16]([C:19]([O:21][C:22]([CH3:25])([CH3:24])[CH3:23])=[O:20])[CH2:15][CH2:14]1.CCN(C(C)C)C(C)C>[N+](C)(C)(C)C.[Cl-].CS(C)=O>[Br:1][C:2]1[CH:3]=[N:4][CH:5]=[C:6]([F:9])[C:7]=1[N:13]1[CH2:18][CH2:17][CH:16]([C:19]([O:21][C:22]([CH3:25])([CH3:24])[CH3:23])=[O:20])[CH2:15][CH2:14]1 |f:1.2,3.4,6.7|. Reported procedure: A thoroughly stirred mixture of 3-bromo-4-chloro-5-fluoropyridine free base (55 g, 0.26 mol), potassium fluoride (31 g, 0.53 mol) and Me4NCl (5.8 g, 53 mmol) in DMSO (400 mL) was heated to 130° C. for 2 hours. The reaction mixture was cooled to room temperature and tert-butyl piperidine-4-carboxylate hydrochloride 22 (66 g, 0.30 mol) and DIPEA (65 g, 0.50 mol) were added. The reaction mixture was stirred at room temperature overnight. The solvent was evaporated in vacuo. The residue was portione... Starting materials: I-adamantanol, S(O)(O)(=O)=O (sulfuric acid), CCCCCCC (n-heptane), S(O)(O)(=O)=O (sulfuric acid), C(C)(=O)OC(C)=O (acetic anhydride), FC1=C(C(=O)OC)C=CC(=C1)OC (methyl 2-fluoro-4-methoxybenzoate), C1CCCCC1 (cyclohexane). The product is C12(CC3CC(CC(C1)C3)C2)C=2C(=CC(=C(C(=O)OC)C2)F)OC (methyl 5-(1-adamantyl)-2-fluoro-4methoxybenzoate). RXN SMILES: [CH3:1][CH2:2][CH2:3][CH2:4][CH2:5][CH2:6][CH3:7].S(=O)(=O)(O)O.C(O[C:17](=O)[CH3:18])(=O)C.[F:20][C:21]1[CH:30]=[C:29]([O:31][CH3:32])[CH:28]=[CH:27][C:22]=1[C:23]([O:25][CH3:26])=[O:24].[CH2:33]1CCCCC1>>[C:17]12([C:28]3[C:29]([O:31][CH3:32])=[CH:30][C:21]([F:20])=[C:22]([CH:27]=3)[C:23]([O:25][CH3:26])=[O:24])[CH2:18][CH:2]3[CH2:1][CH:6]([CH2:5][CH:4]([CH2:3]3)[CH2:33]1)[CH2:7]2. Procedure: In a 100 ml flask, in a nitrogen atmosphere, are placed 2.48 g of I-adamantanol and 10 ml of n-heptane. Then 0.034 ml concentrated sulfuric acid and 1.76 ml of acetic anhydride are added dropwise. After one hour of agitation, there are added 0.87 ml of concentrated sulfuric acid and then a suspension of 2 g of methyl 2-fluoro-4-methoxybenzoate in 10 ml of cyclohexane. After 16 hours of reaction at room temperature, agitation is stopped and one separates the upper layer. The solvents heptane and ... Reactants: N1(CCNCC1)C1=NC2=CC(=C(C=C2C(=N1)N)OC)OC (2-(1-Piperazinyl)-4-amino-6,7-dimethoxyquinazoline), [OH-].[Na+] (sodium hyroxide), C(Cl)(Cl)Cl (chloroform), O1C(=CC=C1)C(=O)Cl (2-furoyl chloride). Run in C(CC(C)C)O (isoamyl alcohol). Run at time 15 minute. Yields the product COC=1C=C2C(=CC1OC)N=C(N=C2N)N3CCN(CC3)C(=O)C4=CC=CO4.Cl (Prazosin Hydrochloride). As a reaction SMILES: [N:1]1([C:7]2[N:16]=[C:15]([NH2:17])[C:14]3[C:9](=[CH:10][C:11]([O:20][CH3:21])=[C:12]([O:18][CH3:19])[CH:13]=3)[N:8]=2)[CH2:6][CH2:5][NH:4][CH2:3][CH2:2]1.C(Cl)(Cl)[Cl:23].[O:26]1[CH:30]=[CH:29][CH:28]=[C:27]1[C:31](Cl)=[O:32].[OH-].[Na+]>C(O)CC(C)C>[CH3:19][O:18][C:12]1[CH:13]=[C:14]2[C:15]([NH2:17])=[N:16][C:7]([N:1]3[CH2:6][CH2:5][N:4]([C:31]([C:27]4[O:26][CH:30]=[CH:29][CH:28]=4)=[O:32])[CH2:3][CH2:2]3)=[N:8][C:9]2=[CH:10][C:11]=1[O:20][CH3:21].[ClH:23] |f:3.4,6.7|. Reported procedure: 2-(1-Piperazinyl)-4-amino-6,7-dimethoxyquinazoline (57.8 g., 0.20 mole) was dissolved in 1000 ml. of chloroform and 30.2 g. (0.20 mole) of 2-furoyl chloride was added slowly at ambient temperature. When the addition was completed the resulting slurry was stirred for 15 minutes after which 1000 ml. of isoamyl alcohol was added. To the resulting mixture was then added sufficient 10% (w/w) aqueous sodium hyroxide solution to effect the solution of the solid material, about 200 ml. was ordinarily re...